Dataset: the Open Reaction Database (ORD), a public repository of structured organic reaction records. Task: describe an organic reaction: reactants, conditions, products, and yield The reactants are ClC(=O)OCCCCCCCC (Octyl chloroformate), NC1=C(C=CC=C1)C1NC2=CC=CC=C2C1 (2-(2-aminophenyl)-2,3-dihydro-1H-indole), N1=CC=CC=C1 (pyridine). Solvent: C(Cl)Cl (CH2Cl2). Conditions: temperature 0 celsius, time 5 hour. The product is C(CCCCCCC)OC(=O)NC1=C(C=CC=C1)C1NC2=CC=CC=C2C1 (2-[2-(Octyloxycarbonylamino)phenyl]-2,3-dihydro-1H-indole). As a reaction SMILES: Cl[C:2]([O:4][CH2:5][CH2:6][CH2:7][CH2:8][CH2:9][CH2:10][CH2:11][CH3:12])=[O:3].[NH2:13][C:14]1[CH:19]=[CH:18][CH:17]=[CH:16][C:15]=1[CH:20]1[CH2:28][C:27]2[C:22](=[CH:23][CH:24]=[CH:25][CH:26]=2)[NH:21]1.N1C=CC=CC=1>C(Cl)Cl>[CH2:5]([O:4][C:2]([NH:13][C:14]1[CH:19]=[CH:18][CH:17]=[CH:16][C:15]=1[CH:20]1[CH2:28][C:27]2[C:22](=[CH:23][CH:24]=[CH:25][CH:26]=2)[NH:21]1)=[O:3])[CH2:6][CH2:7][CH2:8][CH2:9][CH2:10][CH2:11][CH3:12]. Reported procedure: Octyl chloroformate (2.00 ml) was added dropwise to a solution of 2.15 g 2-(2-aminophenyl)-2,3-dihydro-1H-indole and 2.00 ml pyridine in 35 ml CH2Cl2 at 0° C. The solution was stirred five hours at 0° C. and then quenched with water. The organic layer was separated, washed with 5% HCl and saturated NaCl solution, dried (MgSO4), and concentrated to yield a solid. Purification by flash chromatography using CH2Cl2 /hexane (1:2) as eluent gave 1.74 g solid, m.p. 99°-102° C. Starting materials: CCOC(=O)c1cccc([N+](=O)[O-])c1NCc1ccc(-c2ccccc2C#N)cc1, CCO, [Cl-], [Cl-], O, O. The product is CCOC(=O)c1cccc(N)c1NCc1ccc(-c2ccccc2C#N)cc1. Reaction SMILES: [C:1](#[N:2])[c:3]1[c:4](-[c:9]2[cH:10][cH:11][c:12]([CH2:15][NH:16][c:17]3[c:18]([C:19](=[O:20])[O:21][CH2:22][CH3:23])[cH:24][cH:25][cH:26][c:27]3[N+:28]([O-:29])=[O:30])[cH:13][cH:14]2)[cH:5][cH:6][cH:7][cH:8]1.[CH3:35][CH2:36][OH:37].[Cl-:33].[Cl-:34].[OH2:31].[OH2:32]>>[C:1](#[N:2])[c:3]1[c:4](-[c:9]2[cH:10][cH:11][c:12]([CH2:15][NH:16][c:17]3[c:18]([C:19](=[O:20])[O:21][CH2:22][CH3:23])[cH:24][cH:25][cH:26][c:27]3[NH2:28])[cH:13][cH:14]2)[cH:5][cH:6][cH:7][cH:8]1.